This data is from the Open Reaction Database (ORD), a public repository of structured organic reaction records. The task is: describe an organic reaction: reactants, conditions, products, and yield Product: C1(=CC=CC=C1)S(=O)(=O)CCC(C(=O)OCC)C(C)=O (ethyl 2-(2-benzenesulfonylethyl)-3-oxo-butyrate). RXN SMILES: [Na].[C:2]([O:8][CH3:9])(=[O:7])[CH2:3][C:4]([CH3:6])=[O:5].[CH:10]([S:12]([C:15]1[CH:20]=[CH:19][CH:18]=[CH:17][CH:16]=1)(=[O:14])=[O:13])=[CH2:11].[CH3:21]O>>[C:15]1([S:12]([CH2:10][CH2:11][CH:3]([C:4](=[O:5])[CH3:6])[C:2]([O:8][CH2:9][CH3:21])=[O:7])(=[O:13])=[O:14])[CH:20]=[CH:19][CH:18]=[CH:17][CH:16]=1 |^1:0|. Reaction conditions: time 15 minute. Procedure: Sodium metal (23 mg, 1 mmol) was added to 25 mL of methanol. After the sodium metal was consumed, methyl acetoacetate (1.16 g, 10 mmol) was added to the mixture and stirred for 15 minutes. A solution of phenyl vinyl sulfone (1.68 g, 10 mmol) was added dropwise to the solution and maintained for several hours. The slightly yellow solution was concentrated under reduced pressure, and the residue was diluted with ethyl acetate and washed with saturated aqueous ammonium chloride. The aqueous layer w... Reactants: C(CC(=O)C)(=O)OC (methyl acetoacetate), [Na] (Sodium), CO (methanol), C(=C)S(=O)(=O)C1=CC=CC=C1 (phenyl vinyl sulfone). The reactants are C(=N)(N)NN.Cl (aminoguanidine hydrochloride), CS(=O)(=O)O (methanesulfonic acid), CS(=O)(=O)O (methanesulfonic acid), COC1=CC=NC=2CC(CC(C12)=O)C1=CC=CC=C1 (4-methoxy-7-phenyl-5,6,7,8-tetrahydroquinolin-5-one). Run in C(C)O (ethanol). Run at temperature 50 celsius, time 25 minute. Yields the product CS(=O)(=O)O.N(C(=N)N)N=C1C=2C(=CC=NC2CC(C1)C1=CC=CC=C1)OC (5-guanidinoimino-4-methoxy-7-phenyl-5,6,7,8-tetrahydroquinoline methanesulfonate). Yield: 112.4%. Reaction SMILES: [C:1]([NH:4][NH2:5])([NH2:3])=[NH:2].Cl.[CH3:7][S:8]([OH:11])(=[O:10])=[O:9].[CH3:12][O:13][C:14]1[C:23]2[C:22](=O)[CH2:21][CH:20]([C:25]3[CH:30]=[CH:29][CH:28]=[CH:27][CH:26]=3)[CH2:19][C:18]=2[N:17]=[CH:16][CH:15]=1>C(O)C>[CH3:7][S:8]([OH:11])(=[O:10])=[O:9].[NH:4]([N:5]=[C:22]1[CH2:21][CH:20]([C:25]2[CH:30]=[CH:29][CH:28]=[CH:27][CH:26]=2)[CH2:19][C:18]2[N:17]=[CH:16][CH:15]=[C:14]([O:13][CH3:12])[C:23]1=2)[C:1]([NH2:3])=[NH:2] |f:0.1,5.6|. Procedure details: To a solution of aminoguanidine hydrochloride (0.023 g) in ethanol (10 ml) was added methanesulfonic acid (0.02 g), and the mixture was refluxed for 30 minutes. To the solution was added 4-methoxy-7-phenyl-5,6,7,8-tetrahydroquinolin-5-one (0.05 g), and the mixture was stirred at room temperature for 2 hours and 20 minutes and at 50° C. for 25 minutes. To the mixture was added methanesulfonic acid (0.02 g), and the mixture was stirred at 50° C. for 5 hours. Under reduced pressure, the solvent was...